This data is from the Open Reaction Database (ORD), a public repository of structured organic reaction records. The task is: describe an organic reaction: reactants, conditions, products, and yield The reactants are O=C([O-])[O-], C1CCOC1, CNN, Cc1nc(Cl)c2ccccc2n1, [K+], [K+]. Yields the product Cc1nc(N(C)N)c2ccccc2n1. RXN SMILES: [C:16](=[O:17])([O-:18])[O-:19].[CH2:22]1[O:23][CH2:24][CH2:25][CH2:26]1.[CH3:13][NH:14][NH2:15].[Cl:1][c:2]1[n:3][c:4]([CH3:12])[n:5][c:6]2[cH:7][cH:8][cH:9][cH:10][c:11]12.[K+:20].[K+:21]>>[c:2]1([N:14]([CH3:13])[NH2:15])[n:3][c:4]([CH3:12])[n:5][c:6]2[cH:7][cH:8][cH:9][cH:10][c:11]12. Reactants: FC(OC[C@H](C)OC=1C=C(C(=O)NC2=NN(C=C2)C)C=C(C1)O)F (3-({(1S)-2-[(difluoromethyl)oxy]-1-methylethyl}oxy)-5-hydroxy-N-(1-methyl-1H-pyrazol-3-yl)benzamide), N1(CCC1)C(=O)C1=NC=C(C=C1)Br (2-(azetidin-1-ylcarbonyl)-5-bromopyridine), C([O-])([O-])=O.[Cs+].[Cs+] (cesium carbonate), C(C)(=O)OCC (ethyl acetate). Reagents/catalysts: C1=CC=C(C=C1)P(C2=CC=CC=C2)C3=CC=CC=C3.C1=CC=C(C=C1)P(C2=CC=CC=C2)C3=CC=CC=C3.C1=CC=C(C=C1)P(C2=CC=CC=C2)C3=CC=CC=C3.[Cu]Br (bromotris(triphenylphosphine)copper(I)). Solvent: CC(=O)N(C)C (DMA), O (water). Conditions: temperature 160 celsius, time 4 hour. The product is N1(CCC1)C(=O)C1=CC=C(C=N1)OC=1C=C(C(=O)NC2=NN(C=C2)C)C=C(C1)O[C@H](COC(F)F)C (3-{[6-(Azetidin-1-ylcarbonyl)pyridin-3-yl]oxy}-5-({(1S)-2-[(difluoromethyl)oxy]-1-methylethyl}oxy)-N-(1-methyl-1H-pyrazol-3-yl)benzamide). Yield: 31.8%. Reaction SMILES: [F:1][CH:2]([F:24])[O:3][CH2:4][C@@H:5]([O:7][C:8]1[CH:9]=[C:10]([CH:20]=[C:21]([OH:23])[CH:22]=1)[C:11]([NH:13][C:14]1[CH:18]=[CH:17][N:16]([CH3:19])[N:15]=1)=[O:12])[CH3:6].[N:25]1([C:29]([C:31]2[CH:36]=[CH:35][C:34](Br)=[CH:33][N:32]=2)=[O:30])[CH2:28][CH2:27][CH2:26]1.C(=O)([O-])[O-].[Cs+].[Cs+].C(OCC)(=O)C>CC(N(C)C)=O.C1C=CC(P(C2C=CC=CC=2)C2C=CC=CC=2)=CC=1.C1C=CC(P(C2C=CC=CC=2)C2C=CC=CC=2)=CC=1.C1C=CC(P(C2C=CC=CC=2)C2C=CC=CC=2)=CC=1.[Cu]Br.O>[N:25]1([C:29]([C:31]2[N:32]=[CH:33][C:34]([O:23][C:21]3[CH:20]=[C:10]([CH:9]=[C:8]([O:7][C@@H:5]([CH3:6])[CH2:4][O:3][CH:2]([F:1])[F:24])[CH:22]=3)[C:11]([NH:13][C:14]3[CH:18]=[CH:17][N:16]([CH3:19])[N:15]=3)=[O:12])=[CH:35][CH:36]=2)=[O:30])[CH2:28][CH2:27][CH2:26]1 |f:2.3.4,7.8.9.10|. Reported procedure: A mixture of 3-({(1S)-2-[(difluoromethyl)oxy]-1-methylethyl}oxy)-5-hydroxy-N-(1-methyl-1H-pyrazol-3-yl)benzamide (220 mg, 0.64 mmol), 2-(azetidin-1-ylcarbonyl)-5-bromopyridine (171 mg, 0.71 mmol), cesium carbonate (419 mg, 1.29 mmol) and bromotris(triphenylphosphine)copper(I) (300 mg, 0.32 mmol) in DMA (5 mL) was stirred in a ‘Biotage initiator Microwave’ at 160° C. for 4 hours. The reaction mixture was added to ethyl acetate (50 mL) and water (50 mL), the organic layer washed with brine (50 mL)... Reactants: CC1(NC(CCC1)(C)C)C (2,2,6,6-tetramethylpiperidine), C(CCC)[Li] (n-butyllithium), ClCCCCC(=O)NC1=C(C(=NN1C)C)C#N (5-chloro-N-(4-cyano-1,3-dimethyl-1H-pyrazol-5-yl)pentanamide). Solvent: C1CCOC1 (THF), C1CCOC1 (THF). Reaction conditions: temperature -20 celsius, time 30 minute. The product is CN1N=C(C2=C1NC(C=1CCCNC21)=O)C (7,9-dimethyl-1,2,3,4,6,7-hexahydro-5H-pyrazolo[3,4-h]-1,6-naphthyridin-5-one). As a reaction SMILES: CC1(C)CCCC(C)(C)N1.C([Li])CCC.Cl[CH2:17][CH2:18][CH2:19][CH2:20][C:21]([NH:23][C:24]1[N:28]([CH3:29])[N:27]=[C:26]([CH3:30])[C:25]=1[C:31]#[N:32])=[O:22]>C1COCC1>[CH3:29][N:28]1[C:24]2[NH:23][C:21](=[O:22])[C:20]3[CH2:19][CH2:18][CH2:17][NH:32][C:31]=3[C:25]=2[C:26]([CH3:30])=[N:27]1. Procedure details: To a stirring solution of 2,2,6,6-tetramethylpiperidine (1.66 mL, 9.8 mmol) in anhydrous THF (20 mL) was added n-butyllithium (2.5 M solution in hexane, 3.92 mL, 9.8 mmol) at −20° C. The solution was stirred at −20° C. for 30 min, and a solution of Example 96A (1.0 g, 3.92 mmol) in 10 mL of anhydrous THF was added dropwise. The resulting dark red mixture was stirred at the same temperature for 30 min. The reaction was quenched with water, and the mixture was concentrated. The residue was partiti... The reactants are CC(=O)[O-], Cc1cccc(C)c1N, O=CO, [Na+]. The product is Cc1cccc(C)c1NC=O. Reaction SMILES: [CH3:2][C:3]([O-:4])=[O:5].[CH3:6][c:7]1[cH:8][cH:9][cH:10][c:11]([CH3:12])[c:13]1[NH2:14].[CH:15]([OH:16])=[O:17].[Na+:1]>>[CH:3](=[O:5])[NH:14][c:13]1[c:7]([CH3:6])[cH:8][cH:9][cH:10][c:11]1[CH3:12]. Reactants: CC(C(O)C=1C=NC=CC1)C (2-methyl-1-(pyridin-3-yl)propan-1-ol). Reagents/catalysts: [O-2].[O-2].[Mn+4] (Manganese dioxide). Solvent: ClCCl (dichloromethane). Conditions: time 7 hour. The product is CC(C(=O)C=1C=NC=CC1)C (2-methyl-1-(pyridin-3-yl)propan-1-one). The yield is 80.6%. RXN SMILES: [CH3:1][CH:2]([CH3:11])[CH:3]([C:5]1[CH:6]=[N:7][CH:8]=[CH:9][CH:10]=1)[OH:4]>ClCCl.[O-2].[O-2].[Mn+4]>[CH3:1][CH:2]([CH3:11])[C:3]([C:5]1[CH:6]=[N:7][CH:8]=[CH:9][CH:10]=1)=[O:4] |f:2.3.4|. Procedure: In dichloromethane (60.0 mL) was dissolved 2-methyl-1-(pyridin-3-yl)propan-1-ol (2.16 g, 14.3 mmol) obtained in Step 1. Manganese dioxide (107 g) was added and the mixture was stirred at room temperature for 7 hours. After the reaction mixture was filtered through Celite, the solvent in the filtrate was evaporated under reduced pressure. The residue was purified by silica gel column chromatography (hexane/ethyl acetate=1/1) to give 2-methyl-1-(pyridin-3-yl)propan-1-one (1.72 g, 81% yield).